From a dataset of the Open Reaction Database (ORD), a public repository of structured organic reaction records. describe an organic reaction: reactants, conditions, products, and yield The reactants are [Br-], [Br-], [Br-], Cc1ccccc1, N#Cc1ccccc1-c1ccc(CO)cc1[N+](=O)[O-], P. Yields the product N#Cc1ccccc1-c1ccc(CBr)cc1[N+](=O)[O-]. Reaction SMILES: [Br-:20].[Br-:21].[Br-:22].[CH3:24][c:25]1[cH:26][cH:27][cH:28][cH:29][cH:30]1.[OH:1][CH2:2][c:3]1[cH:4][c:5]([N+:17](=[O:18])[O-:19])[c:6](-[c:9]2[c:10]([C:15]#[N:16])[cH:11][cH:12][cH:13][cH:14]2)[cH:7][cH:8]1.[PH3:23]>>[CH2:2]([c:3]1[cH:4][c:5]([N+:17](=[O:18])[O-:19])[c:6](-[c:9]2[c:10]([C:15]#[N:16])[cH:11][cH:12][cH:13][cH:14]2)[cH:7][cH:8]1)[Br:20]. Reactants: C=CCc1cc(-c2ccc(F)cc2)cc(C(=O)OC)c1O, CO, [Na+], [OH-]. The product is C=CCc1cc(-c2ccc(F)cc2)cc(C(=O)O)c1O. As a reaction SMILES: [CH3:1][O:2][C:3]([c:4]1[c:5]([OH:6])[c:7]([CH2:18][CH:19]=[CH2:20])[cH:8][c:9](-[c:11]2[cH:12][cH:13][c:14]([F:17])[cH:15][cH:16]2)[cH:10]1)=[O:21].[CH3:24][OH:25].[Na+:23].[OH-:22]>>[O:2]=[C:3]([c:4]1[c:5]([OH:6])[c:7]([CH2:18][CH:19]=[CH2:20])[cH:8][c:9](-[c:11]2[cH:12][cH:13][c:14]([F:17])[cH:15][cH:16]2)[cH:10]1)[OH:21]. The reactants are B(F)(F)F.CCOCC (boron trifluoride etherate), C1(O)=CC(O)=CC=C1 (Resorcinol), OC1=CC=C(C=C1)CC(=O)O (4-Hydroxyphenylacetic acid), aqueous solution, C(C)(=O)[O-].[Na+] (sodium acetate), B(F)(F)F.CCOCC (Boron trifluoride etherate), B(F)(F)F.CCOCC (boron trifluoride etherate). Solvent: C1(=CC=CC=C1)C (Toluene). Conditions: temperature 108 celsius, time 1.5 hour. The product is OC1=C(C=CC(=C1)O)C(CC1=CC=C(C=C1)O)=O (1-(2,4-Dihydroxyphenyl)-2-(4-hydroxyphenyl)ethanone). The yield is 87.0%. As a reaction SMILES: [C:1]1([CH:8]=[CH:7][CH:6]=[C:4]([OH:5])[CH:3]=1)[OH:2].[OH:9][C:10]1[CH:15]=[CH:14][C:13]([CH2:16][C:17](O)=[O:18])=[CH:12][CH:11]=1.B(F)(F)F.CCOCC.C([O-])(=O)C.[Na+]>C1(C)C=CC=CC=1>[OH:2][C:1]1[CH:3]=[C:4]([OH:5])[CH:6]=[CH:7][C:8]=1[C:17](=[O:18])[CH2:16][C:13]1[CH:14]=[CH:15][C:10]([OH:9])=[CH:11][CH:12]=1 |f:2.3,4.5|. Procedure details: Resorcinol (1,3-dihydroxybenzene) (62.000 g, 563.1 mmol, 1.0 equiv.) and 4-Hydroxyphenylacetic acid (94.237 g, 619.4 mmol, 1.1 equiv.) were added to a 3 neck 2 L round bottomed flask fitted with a paddle, a pressure equalizing addition funnel and a thermometer and a heating mantle. Toluene (350 mL) was added to the flask to give a suspension. The reaction purged with nitrogen and the addition funnel filled with Boron trifluoride etherate (198.201 ml, 1578.0 mmol, 2.8 equiv.) via canula. The reac... The reactants are C1(=CC=CC=C1)P(C1=CC=CC=C1)C1=CC=CC=C1 (Triphenyl phosphine), C(#CCCCCCCCCCCC)C=1C=C(CO)C=CC1 (3-(Tridec-1-ynyl)benzyl alcohol), C(Br)(Br)(Br)Br (carbon tetrabromide). Solvent: ClCCl (dichloromethane). Reaction conditions: time 3 hour. The product is C(#CCCCCCCCCCCC)C=1C=C(CBr)C=CC1 (3-(Tridec-1-ynyl)benzyl bromide). The yield is 90.7%. RXN SMILES: C1(P(C2C=CC=CC=2)C2C=CC=CC=2)C=CC=CC=1.[C:20]([C:33]1[CH:34]=[C:35]([CH:38]=[CH:39][CH:40]=1)[CH2:36]O)#[C:21][CH2:22][CH2:23][CH2:24][CH2:25][CH2:26][CH2:27][CH2:28][CH2:29][CH2:30][CH2:31][CH3:32].C(Br)(Br)(Br)[Br:42]>ClCCl>[C:20]([C:33]1[CH:34]=[C:35]([CH:38]=[CH:39][CH:40]=1)[CH2:36][Br:42])#[C:21][CH2:22][CH2:23][CH2:24][CH2:25][CH2:26][CH2:27][CH2:28][CH2:29][CH2:30][CH2:31][CH3:32]. Reported procedure: Triphenyl phosphine (1.5 g, 5.7 mmole) was added in small portions to a stirred solution of 3-(Tridec-1-ynyl)benzyl alcohol (1.34 g, 4.7 mmol, from example 34) and carbon tetrabromide (1.87 g, 5.7 mmole) in dichloromethane (20 ml) at 0° C., and the mixture was stirred for a further 3 hr at this temperature. After removing all the solvent under reduced pressure, n-hexane (20 ml) was added and the precipitate of triphenylphosphine oxide removed by filtration. Removal of the hexane under reduced pr... Reactants: O=C([O-])[O-], Cl, [Cs+], [Cs+], [Cu]I, FC(F)(F)C(F)(F)Oc1ccc(Br)cc1, CN(C)C=O, O, O, Oc1cccc2cccnc12, Cc1ccc(-c2nc[nH]n2)cc1. Product: Cc1ccc(-c2ncn(-c3ccc(OC(F)(F)C(F)(F)F)cc3)n2)cc1. As a reaction SMILES: [C:28](=[O:29])([O-:30])[O-:31].[ClH:45].[Cs+:32].[Cs+:33].[Cu:52][I:53].[F:13][C:14]([C:15]([F:16])([F:17])[F:18])([F:19])[O:20][c:21]1[cH:22][cH:23][c:24]([Br:27])[cH:25][cH:26]1.[O:46]=[CH:47][N:48]([CH3:49])[CH3:50].[OH2:51].[OH2:54].[OH:34][c:35]1[cH:36][cH:37][cH:38][c:39]2[c:40]1[n:41][cH:42][cH:43][cH:44]2.[c:1]1([CH3:12])[cH:2][cH:3][c:4](-[c:7]2[n:8][nH:9][cH:10][n:11]2)[cH:5][cH:6]1>>[c:1]1([CH3:12])[cH:2][cH:3][c:4](-[c:7]2[n:8][n:9](-[c:24]3[cH:23][cH:22][c:21]([O:20][C:14]([F:13])([C:15]([F:16])([F:17])[F:18])[F:19])[cH:26][cH:25]3)[cH:10][n:11]2)[cH:5][cH:6]1. Reaction SMILES: [C:1]([c:2]1[cH:3][cH:4][cH:5][cH:6][cH:7]1)(=[O:8])[c:9]1[n:10][c:11]([Cl:18])[cH:12][cH:13][c:14]1[N+:15](=[O:16])[O-:17].[CH3:20][OH:21].[Na:19].[OH2:22]>>[C:1]([c:2]1[cH:3][cH:4][cH:5][cH:6][cH:7]1)(=[O:8])[c:9]1[n:10][c:11]([O:21][CH3:20])[cH:12][cH:13][c:14]1[N+:15](=[O:16])[O-:17]. Reactants: O=C(c1ccccc1)c1nc(Cl)ccc1[N+](=O)[O-], CO, [Na], O. Product: COc1ccc([N+](=O)[O-])c(C(=O)c2ccccc2)n1. Reaction SMILES: [CH3:1][O:2][C:3]1[CH:8]=[CH:7][CH:6]=[CH:5][C:4]=1[N:9]([CH2:15][C:16]([O:18][CH3:19])=[O:17])[CH2:10][C:11]([O:13][CH3:14])=[O:12].[N:20]([O-:22])=[O:21].[Na+].[N+]([O-])(O)=O.O>C(O)(=O)C>[CH3:1][O:2][C:3]1[CH:8]=[C:7]([N+:20]([O-:22])=[O:21])[CH:6]=[CH:5][C:4]=1[N:9]([CH2:10][C:11]([O:13][CH3:14])=[O:12])[CH2:15][C:16]([O:18][CH3:19])=[O:17] |f:1.2|. Procedure: Dimethyl 2,2′-((2-methoxyphenyl) azanediyl)diacetate (1.98 g, 7.41 mmol) was dissolved in acetic acid (10 mL) at room temperature followed by sodium nitrite (51 mg, 0.74 mmol). The nitric acid (0.49 mL, 8.15 mmol) was added dropwise to reaction mixture. After stirring 1 h, the reaction mixture was poured into water (20 mL), extracted with ethyl acetate (20 ml×3), and dried over MgSO4. The residue was purified by column chromatography using Hex/EtOAc (gradient: 0 to 50% EtOAc) to afford dimethyl ... Yields the product COC1=C(C=CC(=C1)[N+](=O)[O-])N(CC(=O)OC)CC(=O)OC (dimethyl 2,2′-((2-methoxy-4-nitrophenyl)azanediyl)diacetate). Isolated yield 856.8%. Starting materials: O (water), COC1=C(C=CC=C1)N(CC(=O)OC)CC(=O)OC (Dimethyl 2,2′-((2-methoxyphenyl) azanediyl)diacetate), [N+](=O)(O)[O-] (nitric acid), N(=O)[O-].[Na+] (sodium nitrite). Run in C(C)(=O)O (acetic acid). Run at time 1 hour. The reactants are COC(=O)C#CC(=O)OC, CO, Nc1cccc(C(F)(F)F)c1. Product: COC(=O)C=C(Nc1cccc(C(F)(F)F)c1)C(=O)OC. RXN SMILES: [C:12](#[C:13][C:14](=[O:15])[O:16][CH3:17])[C:18](=[O:19])[O:20][CH3:21].[CH3:22][OH:23].[F:1][C:2]([c:3]1[cH:4][c:5]([NH2:6])[cH:7][cH:8][cH:9]1)([F:10])[F:11]>>[F:1][C:2]([c:3]1[cH:4][c:5]([NH:6][C:13](=[CH:12][C:18](=[O:19])[O:20][CH3:21])[C:14](=[O:15])[O:16][CH3:17])[cH:7][cH:8][cH:9]1)([F:10])[F:11]. The reactants are [Si](C)(C)(C(C)(C)C)OC1CC2CCC(N2C1=O)=O (2-t-butyldimethylsilyloxy-dihydro-1H-pyrrolizine-3,5(2H,6H)-dione), O (water). Solvent: C(C)(=O)O (acetic acid). Product: OC1CC2CCC(N2C1=O)=O (2-hydroxy-dihydro-1H-pyrrolizine-3,5(2H,6H)-dione). Reaction SMILES: [Si]([O:8][CH:9]1[C:16](=[O:17])[N:15]2[CH:11]([CH2:12][CH2:13][C:14]2=[O:18])[CH2:10]1)(C(C)(C)C)(C)C.O>C(O)(=O)C>[OH:8][CH:9]1[C:16](=[O:17])[N:15]2[CH:11]([CH2:12][CH2:13][C:14]2=[O:18])[CH2:10]1. Reported procedure: A solution of 2-t-butyldimethylsilyloxy-dihydro-1H-pyrrolizine-3,5(2H,6H)-dione (2.1 g) in acetic acid:water, 3:1 (18 ml) is stirred at 60° C. for six hours. The solution is cooled, concentrated, toluene added and the solution reconcentrated. The oil is triturated with anhydrous ethyl ether and filtered to yield 2-hydroxy-dihydro-1H-pyrrolizine-3,5(2H,6H)-dione as a white solid with mp 135°-140° C. NMR (CDCl3) and 5.48 (m, 1H), 4.47 (m, 1H), 4.10 (b.s., 1H), 2.93-1.36 (m, 6H). IR 3310, 2860, 177... RXN SMILES: [C:27]([c:28]1[nH:29][cH:30][cH:31][n:32]1)([c:33]1[nH:34][cH:35][cH:36][n:37]1)=[O:38].[C:41]([C:42]([OH:43])([c:44]1[cH:45][cH:46][cH:47][cH:48][cH:49]1)[c:50]1[cH:51][cH:52][cH:53][cH:54][cH:55]1)(=[O:56])[O:57][CH2:58][CH3:59].[CH2:65]1[O:66][CH2:67][CH2:68][CH2:69]1.[CH3:1][O:2][N:3]=[C:4]([C:5](=[O:6])[NH:7][CH3:8])[c:9]1[c:10]([CH2:15][O:16][c:17]2[n:18][cH:19][c:20]([C:24](=[O:25])[OH:26])[cH:21][c:22]2[Cl:23])[cH:11][cH:12][cH:13][cH:14]1.[H-:40].[Na+:39].[OH2:70].[cH:60]1[n:61][cH:62][n-:63][cH:64]1>>[CH3:1][O:2][N:3]=[C:4]([C:5](=[O:6])[NH:7][CH3:8])[c:9]1[c:10]([CH2:15][O:16][c:17]2[n:18][cH:19][c:20]([C:24](=[O:25])[O:26][C:42]([C:41](=[O:56])[O:57][CH2:58][CH3:59])([c:44]3[cH:45][cH:46][cH:47][cH:48][cH:49]3)[c:50]3[cH:51][cH:52][cH:53][cH:54][cH:55]3)[cH:21][c:22]2[Cl:23])[cH:11][cH:12][cH:13][cH:14]1. Yields the product CCOC(=O)C(OC(=O)c1cnc(OCc2ccccc2C(=NOC)C(=O)NC)c(Cl)c1)(c1ccccc1)c1ccccc1. Reactants: O=C(c1ncc[nH]1)c1ncc[nH]1, CCOC(=O)C(O)(c1ccccc1)c1ccccc1, C1CCOC1, CNC(=O)C(=NOC)c1ccccc1COc1ncc(C(=O)O)cc1Cl, [H-], [Na+], O, c1c[n-]cn1.